From a dataset of the Open Reaction Database (ORD), a public repository of structured organic reaction records. describe an organic reaction: reactants, conditions, products, and yield The product is N1(CCC1)C1=CC=C(C(=N1)CN1C(O[C@@H]([C@@H]1C)C1=CC(=CC(=C1)C(F)(F)F)C(F)(F)F)=O)C=1C=C(C=CC1OC)CCC(=O)O (3-{3-[6-azetidin-1-yl-2-({(4S,5R)-5-[3,5-bis(trifluoromethyl)phenyl]-4-methyl-2-oxo-1,3-oxazolidin-3-yl}methyl)pyridin-3-yl]-4-methoxyphenyl}propanoic acid). The solvent is O (water), O1CCOCC1 (dioxane), C(C)(=O)OCC (ethyl acetate). RXN SMILES: [N:1]1([C:5]2[N:10]=[C:9]([CH2:11][N:12]3[C@@H:16]([CH3:17])[C@@H:15]([C:18]4[CH:23]=[C:22]([C:24]([F:27])([F:26])[F:25])[CH:21]=[C:20]([C:28]([F:31])([F:30])[F:29])[CH:19]=4)[O:14][C:13]3=[O:32])[C:8]([C:33]3[CH:34]=[C:35]([CH2:41][CH2:42][C:43]([O:45]C)=[O:44])[CH:36]=[CH:37][C:38]=3[O:39][CH3:40])=[CH:7][CH:6]=2)[CH2:4][CH2:3][CH2:2]1.[OH-].[Li+].C(O)(=O)C>O1CCOCC1.O.C(OCC)(=O)C>[N:1]1([C:5]2[N:10]=[C:9]([CH2:11][N:12]3[C@@H:16]([CH3:17])[C@@H:15]([C:18]4[CH:19]=[C:20]([C:28]([F:30])([F:29])[F:31])[CH:21]=[C:22]([C:24]([F:25])([F:27])[F:26])[CH:23]=4)[O:14][C:13]3=[O:32])[C:8]([C:33]3[CH:34]=[C:35]([CH2:41][CH2:42][C:43]([OH:45])=[O:44])[CH:36]=[CH:37][C:38]=3[O:39][CH3:40])=[CH:7][CH:6]=2)[CH2:4][CH2:3][CH2:2]1 |f:1.2|. Reactants: C(C)(=O)O (acetic acid), [OH-].[Li+] (lithium hydroxide), N1(CCC1)C1=CC=C(C(=N1)CN1C(O[C@@H]([C@@H]1C)C1=CC(=CC(=C1)C(F)(F)F)C(F)(F)F)=O)C=1C=C(C=CC1OC)CCC(=O)OC (Methyl 3-{3-[6-azetidin-1-yl-2-({(4S,5R)-5-[3,5-bis(trifluoromethyl)phenyl]-4-methyl-2-oxo-1,3-oxazolidin-3-yl}methyl)pyridin-3-yl]-4-methoxyphenyl}propanoate). Procedure: Methyl 3-{3-[6-azetidin-1-yl-2-({(4S,5R)-5-[3,5-bis(trifluoromethyl)phenyl]-4-methyl-2-oxo-1,3-oxazolidin-3-yl}methyl)pyridin-3-yl]-4-methoxyphenyl}propanoate (93 mg, 0.143 mmol) was dissolved in dioxane (2 mL) and water (0.5 mL). As the solution was stirred vigorously, 1M lithium hydroxide (0.285 mL, 0.285 mmol) was added dropwise. The reaction was stirred at room temperature for 1 hr and then quenched with acetic acid (0.020 mL, 0.357 mmol). The reaction was diluted with ethyl acetate (15 mL) ... Product: C(C)(C)(C)OC(=O)NC(CC(=O)OCC1=CC=CC=C1)C=O (benzyl 3-t-butoxycarbonylamino-3-formylpropionate). RXN SMILES: C(Cl)(=O)C(Cl)=O.[C:7]([O:11][C:12]([NH:14][CH:15]([CH2:27][OH:28])[CH2:16][C:17]([O:19][CH2:20][C:21]1[CH:26]=[CH:25][CH:24]=[CH:23][CH:22]=1)=[O:18])=[O:13])([CH3:10])([CH3:9])[CH3:8].[Cl-].[NH4+]>C(N(CC)CC)C.C(Cl)Cl.CS(C)=O>[C:7]([O:11][C:12]([NH:14][CH:15]([CH:27]=[O:28])[CH2:16][C:17]([O:19][CH2:20][C:21]1[CH:22]=[CH:23][CH:24]=[CH:25][CH:26]=1)=[O:18])=[O:13])([CH3:9])([CH3:10])[CH3:8] |f:2.3|. Run at temperature -70 celsius, time 10 minute. Procedure: 8 ml of a methylene chloride solution containing 0.81 g (6.4 mmol) of oxalyl chloride was cooled to −70° C., and 2 ml of a methylene chloride solution containing 0.65 g of DMSO was added dropwise over 10 minutes. The mixture was stirred at −60° C. for 10 minutes, and then, 5 ml of a methylene chloride solution containing 1.01 g (3.27 mmol) of benzyl 3-t-butoxycarbonylamino-4-hydroxybutanoate was added dropwise over 10 minutes. The mixture was stirred at −50° C. for one hour, and then, 3.3 ml of ... Yield: 79.5%. The solvent is CS(=O)C (DMSO), C(Cl)Cl (methylene chloride), C(Cl)Cl (methylene chloride), C(C)N(CC)CC (triethylamine), C(Cl)Cl (methylene chloride). Reactants: C(C(=O)Cl)(=O)Cl (oxalyl chloride), [Cl-].[NH4+] (ammonium chloride), C(C)(C)(C)OC(=O)NC(CC(=O)OCC1=CC=CC=C1)CO (benzyl 3-t-butoxycarbonylamino-4-hydroxybutanoate). Starting materials: OC1=CC=C(C(=O)CNC2=C(C=CC(=C2)OC)C2CC=3C=CC(=CC3CC2)OC(C(C)(C)C)=O)C=C1 (pivalic acid 6-{2-[(4-hydroxybenzoyl)methylamino]-4-methoxyphenyl}-5,6,7,8-tetrahydronaphthalen-2-yl ester), ClCC(=O)N(C)CCOC (2-chloro-N-(2-methoxyethyl)-N-methylacetamide). Yields the product COC1=CC(=C(C=C1)C1CC=2C=CC(=CC2CC1)O)NCCC1=CC=C(C=C1)OCCN(C)CCOC (6-{4-Methoxy-2-{{4-{2-[(2-methoxyethyl)methylamino]ethoxy}benzyl}methylamino}phenyl}-5,6,7,8-tetrahydronaphthalen-2-ol). The yield is 50.2%. RXN SMILES: [OH:1][C:2]1[CH:36]=[CH:35][C:5]([C:6]([CH2:8][NH:9][C:10]2[CH:15]=[C:14]([O:16][CH3:17])[CH:13]=[CH:12][C:11]=2[CH:18]2[CH2:27][CH2:26][C:25]3[CH:24]=[C:23]([O:28]C(=O)C(C)(C)C)[CH:22]=[CH:21][C:20]=3[CH2:19]2)=O)=[CH:4][CH:3]=1.Cl[CH2:38][C:39]([N:41]([CH2:43][CH2:44][O:45][CH3:46])[CH3:42])=O>>[CH3:17][O:16][C:14]1[CH:13]=[CH:12][C:11]([CH:18]2[CH2:27][CH2:26][C:25]3[CH:24]=[C:23]([OH:28])[CH:22]=[CH:21][C:20]=3[CH2:19]2)=[C:10]([NH:9][CH2:8][CH2:6][C:5]2[CH:35]=[CH:36][C:2]([O:1][CH2:38][CH2:39][N:41]([CH2:43][CH2:44][O:45][CH3:46])[CH3:42])=[CH:3][CH:4]=2)[CH:15]=1. Procedure details: Synthesized from pivalic acid 6-{2-[(4-hydroxybenzoyl)methylamino]-4-methoxyphenyl}-5,6,7,8-tetrahydronaphthalen-2-yl ester (25 mg) and 2-chloro-N-(2-methoxyethyl)-N-methylacetamide (16 mg) according to an analogous synthetic method to Example 404 and purified by LC-MS, the title compound (13 mg) was obtained. Reactants: CCCCCC, COc1cccc(S(=O)(=O)Cl)c1, O=C1CCCN1, C1CCOC1. Product: COc1cccc(S(=O)(=O)N2CCCC2=O)c1. As a reaction SMILES: [CH3:19][CH2:20][CH2:21][CH2:22][CH2:23][CH3:24].[CH3:7][O:8][c:9]1[cH:10][c:11]([S:15](=[O:16])(=[O:17])[Cl:18])[cH:12][cH:13][cH:14]1.[NH:1]1[C:2](=[O:6])[CH2:3][CH2:4][CH2:5]1.[O:25]1[CH2:26][CH2:27][CH2:28][CH2:29]1>>[N:1]1([S:15]([c:11]2[cH:10][c:9]([O:8][CH3:7])[cH:14][cH:13][cH:12]2)(=[O:16])=[O:17])[C:2](=[O:6])[CH2:3][CH2:4][CH2:5]1. Reactants: NC(=O)C1C2C=CC(C2)C1Nc1nc(Cl)ncc1Cl, COc1cc2c(cc1N)CCN(CC(F)F)CC2. Reaction SMILES: [Cl:19][c:20]1[n:21][cH:22][c:23]([Cl:37])[c:24]([NH:26][CH:27]2[CH:28]([C:34](=[O:35])[NH2:36])[CH:29]3[CH:30]=[CH:31][CH:32]2[CH2:33]3)[n:25]1.[F:1][CH:2]([CH2:3][N:4]1[CH2:5][CH2:6][c:7]2[c:8]([cH:11][c:12]([NH2:17])[c:13]([O:15][CH3:16])[cH:14]2)[CH2:9][CH2:10]1)[F:18]>>[F:1][CH:2]([CH2:3][N:4]1[CH2:5][CH2:6][c:7]2[c:8]([cH:11][c:12]([NH:17][c:20]3[n:21][cH:22][c:23]([Cl:37])[c:24]([NH:26][CH:27]4[CH:28]([C:34](=[O:35])[NH2:36])[CH:29]5[CH:30]=[CH:31][CH:32]4[CH2:33]5)[n:25]3)[c:13]([O:15][CH3:16])[cH:14]2)[CH2:9][CH2:10]1)[F:18]. Yields the product COc1cc2c(cc1Nc1ncc(Cl)c(NC3C4C=CC(C4)C3C(N)=O)n1)CCN(CC(F)F)CC2. Reactants: N1[C@H](C(=O)O)CCC1 (proline), C1(CC1)C1=C(C(=NO1)C1=C(C=CC=C1Cl)Cl)COC1CCNCC1 (4-[5-cyclopropyl-3-(2,6-dichloro-phenyl)-isoxazol-4-ylmethoxy]-piperidine), COC(=O)C1=CN(C2=CC(=CC=C12)Br)C (6-bromo-1-methyl-1H-indole-3-carboxylic acid methyl ester), C([O-])([O-])=O.[K+].[K+] (potassium carbonate). The reagents and catalysts are [Cu]I (copper(I) iodide). Solvent: CS(=O)C (dimethyl sulfoxide). Reaction conditions: temperature 120 celsius. The product is COC(=O)C1=CN(C2=CC(=CC=C12)N1CCC(CC1)OCC=1C(=NOC1C1CC1)C1=C(C=CC=C1Cl)Cl)C (6-{4-[5-Cyclopropyl-3-(2,6-dichloro-phenyl)-isoxazol-4-ylmethoxy]-piperidin-1-yl}-1-methyl-1H-indole-3-carboxylic acid methyl ester). Isolated yield 43.3%. As a reaction SMILES: [CH:1]1([C:4]2[O:8][N:7]=[C:6]([C:9]3[C:14]([Cl:15])=[CH:13][CH:12]=[CH:11][C:10]=3[Cl:16])[C:5]=2[CH2:17][O:18][CH:19]2[CH2:24][CH2:23][NH:22][CH2:21][CH2:20]2)[CH2:3][CH2:2]1.[CH3:25][O:26][C:27]([C:29]1[C:37]2[C:32](=[CH:33][C:34](Br)=[CH:35][CH:36]=2)[N:31]([CH3:39])[CH:30]=1)=[O:28].C(=O)([O-])[O-].[K+].[K+].N1CCC[C@H]1C(O)=O>CS(C)=O.[Cu]I>[CH3:25][O:26][C:27]([C:29]1[C:37]2[C:32](=[CH:33][C:34]([N:22]3[CH2:23][CH2:24][CH:19]([O:18][CH2:17][C:5]4[C:6]([C:9]5[C:10]([Cl:16])=[CH:11][CH:12]=[CH:13][C:14]=5[Cl:15])=[N:7][O:8][C:4]=4[CH:1]4[CH2:2][CH2:3]4)[CH2:20][CH2:21]3)=[CH:35][CH:36]=2)[N:31]([CH3:39])[CH:30]=1)=[O:28] |f:2.3.4|. Reported procedure: A 250 mL sealed round bottom flask under nitrogen is charged with 4-[5-cyclopropyl-3-(2,6-dichloro-phenyl)-isoxazol-4-ylmethoxy]-piperidine (15 g, 40.84 mmol), 6-bromo-1-methyl-1H-indole-3-carboxylic acid methyl ester (15.33 g, 57.18 mmol); potassium carbonate (11.29 g, 81.68 mmol), copper(I) iodide (3.11 g, 16.34 mmol), and proline (1.88 g, 16.34 mmol) in 80 mL of dimethyl sulfoxide. The reaction mixture is heated at 120° C. for 16 h. Then, it is cooled down to room temperature, quenched with w...